The task is: describe an organic reaction: reactants, conditions, products, and yield. This data is from the Open Reaction Database (ORD), a public repository of structured organic reaction records. The reactants are alkyl, N1=CC(=CC=C1)C1=NN(C=C1O)COCC[Si](C)(C)C (3-pyridin-3-yl-1-(2-trimethylsilanyl-1-ethoxymethyl)-1H-pyrazol-4-ol), C1(=CC=CC=C1)CCCOC=1C(=NNC1)C=1C=NC=CC1 (3-[4-(3-phenyl-propoxy)-1H-pyrazol-3-yl]-pyridine), BrCCC=C (4-bromo-but-1-ene). Run in C(C)OCC (diethyl ether). Yields the product C(CC=C)OC=1C(=NNC1)C=1C=NC=CC1 (3-(4-but-3-enyloxy-1H-pyrazol-3-yl)-pyridine), compound 31. Isolated yield 43.0%. RXN SMILES: [C:1]1([CH2:7][CH2:8][CH2:9][O:10][C:11]2[C:12]([C:16]3[CH:17]=[N:18][CH:19]=[CH:20][CH:21]=3)=[N:13][NH:14][CH:15]=2)C=CC=CC=1.BrCCC=C.N1C=CC=C(C2C(O)=CN(COCC[Si](C)(C)C)N=2)C=1>C(OCC)C>[CH2:9]([O:10][C:11]1[C:12]([C:16]2[CH:17]=[N:18][CH:19]=[CH:20][CH:21]=2)=[N:13][NH:14][CH:15]=1)[CH2:8][CH:7]=[CH2:1]. Reported procedure: Compound 32D was prepared following the procedure as described for the synthesis of compound 32A (see Scheme 5) using 4-bromo-but-1-ene as the alkyl halogenide and 3-pyridin-3-yl-1-(2-trimethylsilanyl-1-ethoxymethyl)-1H-pyrazol-4-ol (30). Work-up and flash chromatography (diethyl ether) afforded compound 31 D. Yield 43% (oil, TLC diethyl ether Rf 0.37), which was subsequently deprotected (TBAF/THF) to afford 3-(4-but-3-enyloxy-1H-pyrazol-3-yl)-pyridine (32D). The reactants are ClC(Cl)(OC(OC(Cl)(Cl)Cl)=O)Cl (triphosgene), CO (Methanol), ClC1=C(N)C=CC(=C1)OC1=NC=NC2=CC(=C(C=C12)OC)OC (2-Chloro-4-[(6,7-dimethoxy-4-quinazolinyl)oxy]-aniline), C(C)NCCC (N-ethylpropylamine). Run in C(C)N(CC)CC (triethylamine), C(Cl)(Cl)Cl (chloroform), C(Cl)(Cl)Cl (chloroform). Run at time 15 minute. Product: ClC1=C(C=CC(=C1)OC1=NC=NC2=CC(=C(C=C12)OC)OC)NC(N(CCC)CC)=O (N′-{2-Chloro-4-[(6,7-dimethoxy-4-quinazolinyl)oxy]phenyl}-N-ethyl-N-propylurea). Yield: 37.0%. As a reaction SMILES: [Cl:1][C:2]1[CH:8]=[C:7]([O:9][C:10]2[C:19]3[C:14](=[CH:15][C:16]([O:22][CH3:23])=[C:17]([O:20][CH3:21])[CH:18]=3)[N:13]=[CH:12][N:11]=2)[CH:6]=[CH:5][C:3]=1[NH2:4].ClC(Cl)(O[C:28](=[O:34])OC(Cl)(Cl)Cl)Cl.[CH2:36]([NH:38][CH2:39][CH2:40][CH3:41])[CH3:37].CO>C(Cl)(Cl)Cl.C(N(CC)CC)C>[Cl:1][C:2]1[CH:8]=[C:7]([O:9][C:10]2[C:19]3[C:14](=[CH:15][C:16]([O:22][CH3:23])=[C:17]([O:20][CH3:21])[CH:18]=3)[N:13]=[CH:12][N:11]=2)[CH:6]=[CH:5][C:3]=1[NH:4][C:28](=[O:34])[N:38]([CH2:36][CH3:37])[CH2:39][CH2:40][CH3:41]. Procedure: 2-Chloro-4-[(6,7-dimethoxy-4-quinazolinyl)oxy]-aniline (80 mg) was dissolved in chloroform (3 ml) and triethylamine (0.3 ml), and a solution of triphosgene (72 mg) in chloroform was then added to the solution. The mixture was stirred at room temperature for 15 min. Next, N-ethylpropylamine (44 μl) was added to the reaction solution, and the mixture was stirred at room temperature for additional 30 min. Methanol was added to the reaction solution, and the mixture was purified by HPLC by developme... Reaction SMILES: [Na:1].[n:23]1([C:24]([CH2:25][CH:26]([CH2:27][OH:28])[O:29][CH2:30][P:31]([O:32][CH:33]([CH3:34])[CH3:35])([O:36][CH:37]([CH3:38])[CH3:39])=[O:40])=[O:41])[cH:42][cH:43][c:44](=[O:45])[nH:46][c:47]1=[O:48].[n:2]1([C:11](=[O:12])[CH2:13][CH:14]([O:15][CH2:16][P:17](=[O:18])([OH:19])[OH:20])[CH2:21][OH:22])[c:3](=[O:4])[nH:5][c:6](=[O:7])[c:8]([CH3:9])[cH:10]1>>[Na:1].[n:2]1([C:11](=[O:12])[CH2:13][CH:14]([O:15][CH2:16][P:17](=[O:18])([OH:19])[OH:20])[CH2:21][OH:22])[c:3](=[O:4])[nH:5][c:6](=[O:7])[cH:8][cH:10]1. Starting materials: [Na], CC(C)OP(=O)(COC(CO)CC(=O)n1ccc(=O)[nH]c1=O)OC(C)C, Cc1cn(C(=O)CC(CO)OCP(=O)(O)O)c(=O)[nH]c1=O. Product: [Na], O=C(CC(CO)OCP(=O)(O)O)n1ccc(=O)[nH]c1=O.